From a dataset of the Open Reaction Database (ORD), a public repository of structured organic reaction records. describe an organic reaction: reactants, conditions, products, and yield Starting materials: CC(C)O, Nc1ccc(Cl)cc1F, COCCOc1cc2nccc(Cl)c2cc1C#N, Cl. Yields the product Cl, COCCOc1cc2nccc(Nc3ccc(Cl)cc3F)c2cc1C#N. Reaction SMILES: [CH:29]([OH:30])([CH3:31])[CH3:32].[Cl:20][c:21]1[cH:22][c:23]([F:28])[c:24]([NH2:25])[cH:26][cH:27]1.[Cl:2][c:3]1[cH:4][cH:5][n:6][c:7]2[cH:8][c:9]([O:15][CH2:16][CH2:17][O:18][CH3:19])[c:10]([C:13]#[N:14])[cH:11][c:12]12.[ClH:1]>>[ClH:2].[c:3]1([NH:25][c:24]2[c:23]([F:28])[cH:22][c:21]([Cl:20])[cH:27][cH:26]2)[cH:4][cH:5][n:6][c:7]2[cH:8][c:9]([O:15][CH2:16][CH2:17][O:18][CH3:19])[c:10]([C:13]#[N:14])[cH:11][c:12]12. Reactants: [Li]C(C)(C)C, Cc1cc(C)c(C=O)c(OCc2ccccc2)n1, COCOCCc1ccc(Br)cc1, [Cl-], [NH4+], C1CCOC1. Yields the product COCOCCc1ccc(C(O)c2c(C)cc(C)nc2OCc2ccccc2)cc1. As a reaction SMILES: [C:14]([Li:15])([CH3:16])([CH3:17])[CH3:18].[CH2:19]([c:20]1[cH:21][cH:22][cH:23][cH:24][cH:25]1)[O:26][c:27]1[n:28][c:29]([CH3:36])[cH:30][c:31]([CH3:35])[c:32]1[CH:33]=[O:34].[CH3:1][O:2][CH2:3][O:4][CH2:5][CH2:6][c:7]1[cH:8][cH:9][c:10]([Br:13])[cH:11][cH:12]1.[Cl-:37].[NH4+:38].[O:39]1[CH2:40][CH2:41][CH2:42][CH2:43]1>>[CH3:1][O:2][CH2:3][O:4][CH2:5][CH2:6][c:7]1[cH:8][cH:9][c:10]([CH:33]([c:32]2[c:27]([O:26][CH2:19][c:20]3[cH:21][cH:22][cH:23][cH:24][cH:25]3)[n:28][c:29]([CH3:36])[cH:30][c:31]2[CH3:35])[OH:34])[cH:11][cH:12]1. Reactants: C(C)OC(=O)C1=CNC=2N(C1=O)N=C(C2)C(=O)O (7-oxo-4,7-dihydro-pyrazolo[1,5-a]pyrimidine-2,6-dicarboxylic acid 6-ethyl ester), C(C1=CC=CC=C1)N1CCC(CC1)N (1-benzyl-piperidin-4-ylamine). The product is C(C)OC(=O)C1=CNC=2N(C1=O)N=C(C2)C(NC2CCN(CC2)CC2=CC=CC=C2)=O (2-(1-Benzylpiperidin-4-ylcarbamoyl)-7-oxo-4,7-dihydropyrazolo[1,5-a]pyrimidine-6-carboxylic acid ethyl ester). Reaction SMILES: [CH2:1]([O:3][C:4]([C:6]1[C:11](=[O:12])[N:10]2[N:13]=[C:14]([C:16]([OH:18])=O)[CH:15]=[C:9]2[NH:8][CH:7]=1)=[O:5])[CH3:2].[CH2:19]([N:26]1[CH2:31][CH2:30][CH:29]([NH2:32])[CH2:28][CH2:27]1)[C:20]1[CH:25]=[CH:24][CH:23]=[CH:22][CH:21]=1>>[CH2:1]([O:3][C:4]([C:6]1[C:11](=[O:12])[N:10]2[N:13]=[C:14]([C:16](=[O:18])[NH:32][CH:29]3[CH2:30][CH2:31][N:26]([CH2:19][C:20]4[CH:25]=[CH:24][CH:23]=[CH:22][CH:21]=4)[CH2:27][CH2:28]3)[CH:15]=[C:9]2[NH:8][CH:7]=1)=[O:5])[CH3:2]. Procedure details: The expected compound was obtained according to general procedure F using Key Intermediate V and 1-benzyl-piperidin-4-ylamine. The expected compound was isolated as white powder. Yield: 90.0%. The product is COC(C/C(=C\C1=CC=C2C(CC=C(C2=C1)C=1SC(=CC1)C)(C)C)/C1=CC=C(C(=O)OCC)C=C1)OC (Ethyl 4-[1(2,2-dimethoxyethyl)-2-{1-(5-methyl-thien-2-yl)3,4-dihydro-4,4-dimethyl-naphthalen-7-yl}-(E)-ethen-1-yl]-benzoate). Starting materials: CC1=CC=C(S1)C1=CCC(C2=CC=C(C=C12)C=O)(C)C (1(5-methyl-thien-2-yl)3,4-dihydro-4,4-dimethyl-7-naphthaldehyde), CC1=CC=C(S1)C1=CCC(C2=CC=C(C=C12)C=O)(CC)CC (1(5-Methyl-thien-2-yl)3,4-dihydro-4,4-diethyl-7-naphthaldehyde), C(C)OP(=O)(OCC)C(CCC1=CC=C(C(=O)OCC)C=C1)(OC)OC (ethyl 4-(diethoxyphosphoryl-3,3-dimethoxypropyl)benzoate), C(C)OP(=O)(OCC)C(CCC1=CC=C(C(=O)OCC)C=C1)(OC)OC (ethyl 4-(diethoxyphosphoryl-3,3-dimethoxypropyl)benzoate), [Li]CCCC (n-BuLi). RXN SMILES: C(OP([C:9]([O:25][CH3:26])([O:23][CH3:24])[CH2:10][CH2:11][C:12]1[CH:22]=[CH:21][C:15]([C:16]([O:18][CH2:19][CH3:20])=[O:17])=[CH:14][CH:13]=1)(OCC)=O)C.[Li]CCCC.[CH3:32][C:33]1[S:37][C:36]([C:38]2[C:47]3[C:42](=[CH:43][CH:44]=[C:45]([CH:48]=O)[CH:46]=3)[C:41]([CH3:51])([CH3:50])[CH2:40][CH:39]=2)=[CH:35][CH:34]=1.CC1SC(C2C3C(=CC=C(C=O)C=3)C(CC)(CC)CC=2)=CC=1>C1COCC1.CCOCC>[CH3:26][O:25][CH:9]([O:23][CH3:24])[CH2:10]/[C:11](/[C:12]1[CH:13]=[CH:14][C:15]([C:16]([O:18][CH2:19][CH3:20])=[O:17])=[CH:21][CH:22]=1)=[CH:48]\[C:45]1[CH:46]=[C:47]2[C:42]([C:41]([CH3:51])([CH3:50])[CH2:40][CH:39]=[C:38]2[C:36]2[S:37][C:33]([CH3:32])=[CH:34][CH:35]=2)=[CH:43][CH:44]=1. Reaction conditions: temperature -10 celsius, time 10 minute. Procedure details: To a cold (−78° C.) solution of ethyl 4-(diethoxyphosphoryl-3,3-dimethoxypropyl)benzoate (Compound D, 1.4 g, 3.6 mmol), in THF (20 mL) was added n-BuLi (1.6 M solution in hexane, 2.5 ml, 4 mmol). The mixture was stirred for 20 minutes at −78° C. and 10 min. at −10° C. The reaction mixture was recooled to −78° C. and 1(5-methyl-thien-2-yl)3,4-dihydro-4,4-dimethyl-7-naphthaldehyde (Compound G, 650 mg, 2.3 mmol) in THF (4 mL) was added to it. The mixture was stirred for 2 hours at −10° C. and dilut... The solvent is C1CCOC1 (THF), CCOCC (ether), C1CCOC1 (THF). The reactants are Cn1nc(Cl)cc(Nc2ccc(COS(C)(=O)=O)cn2)c1=O, CNC(C)C. The product is CC(C)N(C)Cc1ccc(Nc2cc(Cl)nn(C)c2=O)nc1. RXN SMILES: [CH3:1][S:2]([O:3][CH2:6][c:7]1[cH:8][n:9][c:10]([NH:13][c:14]2[c:15](=[O:22])[n:16]([CH3:21])[n:17][c:18]([Cl:20])[cH:19]2)[cH:11][cH:12]1)(=[O:4])=[O:5].[CH3:23][NH:24][CH:25]([CH3:26])[CH3:27]>>[CH2:6]([c:7]1[cH:8][n:9][c:10]([NH:13][c:14]2[c:15](=[O:22])[n:16]([CH3:21])[n:17][c:18]([Cl:20])[cH:19]2)[cH:11][cH:12]1)[N:24]([CH3:23])[CH:25]([CH3:26])[CH3:27].